This data is from the Open Reaction Database (ORD), a public repository of structured organic reaction records. The task is: describe an organic reaction: reactants, conditions, products, and yield Reactants: COC=1C=C2C(=NC=NC2=CC1OC)NC=1SC2=C(N1)C=CC(=C2)[N+](=O)[O-] ((6,7-dimethoxyquinazolin-4-yl)-(6-nitrobenzothiazol-2-yl)amine), [H][H] (hydrogen). Reagents/catalysts: [Pd] (Palladium on charcoal). Yields the product COC=1C=C2C(=NC=NC2=CC1OC)NC=1SC2=C(N1)C=CC(=C2)N (N2-(6,7-dimethoxyquinazolin-4-yl)benzothiazole-2,6-diamine), powder. Procedure details: The crude (6,7-dimethoxyquinazolin-4-yl)-(6-nitrobenzothiazol-2-yl)amine (383 mg, 1 mmol) was dissolved in dimethylformamide (100 mL). Palladium on charcoal (106 mg, 10% Pd, 0.1 mmol Pd) was added and the air was replaced with hydrogen (1 bar). The mixture was vigorously stirred for 5 h at 80° C. and then filtered through Celite. After removal of the solvent in vacuo and subsequent drying, pure N2-(6,7-dimethoxyquinazolin-4-yl)benzothiazole-2,6-diamine was obtained as a tawny powder (202 mg, 0.5... Run in CN(C=O)C (dimethylformamide). Yield: 57.0%. Reaction conditions: temperature 80 celsius, time 5 hour. RXN SMILES: [CH3:1][O:2][C:3]1[CH:4]=[C:5]2[C:10](=[CH:11][C:12]=1[O:13][CH3:14])[N:9]=[CH:8][N:7]=[C:6]2[NH:15][C:16]1[S:17][C:18]2[CH:24]=[C:23]([N+:25]([O-])=O)[CH:22]=[CH:21][C:19]=2[N:20]=1.[H][H]>CN(C)C=O.[Pd]>[CH3:1][O:2][C:3]1[CH:4]=[C:5]2[C:10](=[CH:11][C:12]=1[O:13][CH3:14])[N:9]=[CH:8][N:7]=[C:6]2[NH:15][C:16]1[S:17][C:18]2[CH:24]=[C:23]([NH2:25])[CH:22]=[CH:21][C:19]=2[N:20]=1. Reactants: ketal ketone, CC1(OCCO1)CCCC(C)=O (5-(2-methyl-1,3-dioxolan-2-yl)-2-pentanone), CCOCC (ether), C(OCC)(OCC)=O (diethyl carbonate), CCOCC (ether), 53, [H-].[Na+] (sodium hydride). The solvent is C(C)O (ethyl alcohol), CCCCCC (hexane). Yields the product β-keto ester, C(C)OC(CC(CCCC1(OCCO1)C)=O)=O (6-(2-methyl-1,3-dioxolan-2-yl)-3-oxo-hexanoic acid ethyl ester). RXN SMILES: [C:1](=O)([O:5]CC)[O:2][CH2:3][CH3:4].CCOCC.[H-].[Na+].[CH3:16][C:17]1([CH2:22][CH2:23][CH2:24][C:25](=[O:27])[CH3:26])[O:21][CH2:20][CH2:19][O:18]1>CCCCCC.C(O)C>[CH2:3]([O:2][C:1](=[O:5])[CH2:26][C:25](=[O:27])[CH2:24][CH2:23][CH2:22][C:17]1([CH3:16])[O:18][CH2:19][CH2:20][O:21]1)[CH3:4] |f:2.3|. Procedure: 11.8 Grams (0.1 moles) of diethyl carbonate in 12.5 ml. of anhydrous ether was added to 4.55 g. (0.1 moles) of a 53 per cent dispersion of sodium hydride in mineral oil which was washed with anhydrous hexane and dried under nitrogen. This mixture was stirred under nitrogen and 8.6 g. (0.5 mole) of the ketal ketone, 5-(2-methyl-1,3-dioxolan-2-yl)-2-pentanone was added dropwise over a period of two hours. A gentle reflux was maintained throughout the addition and the refluxing was continued for an... The reactants are C1(=CC=C(C=C1)S(=O)(=O)O)C (p-toluenesulfonic acid), CC(C)(C)C=1C=C(C=C(C1O)C(C)(C)C)CCC(=O)NN (3,5-bis(1,1-dimethylethyl)-4-hydroxybenzenepropanoic acid hydrazide), Cl (hydrochloric acid). Run in C(C)(=O)OCC (ethyl acetate), C(OCC)(OCC)OCC (triethyl orthoformate). Run at time 30 minute. Yields the product CC(C)(C)C1=C(C(=CC(=C1)CCC=1OC=NN1)C(C)(C)C)O (2,6-bis(1,1-dimethylethyl)-4-[2-(1,3,4-oxadiazol-2-yl)ethyl]phenol). Yield: 774.4%. RXN SMILES: [C:1]1(C)C=CC(S(O)(=O)=O)=CC=1.[CH3:12][C:13]([C:16]1[CH:17]=[C:18]([CH2:27][CH2:28][C:29]([NH:31][NH2:32])=[O:30])[CH:19]=[C:20]([C:23]([CH3:26])([CH3:25])[CH3:24])[C:21]=1[OH:22])([CH3:15])[CH3:14].Cl>C(OCC)(OCC)OCC.C(OCC)(=O)C>[CH3:15][C:13]([C:16]1[CH:17]=[C:18]([CH2:27][CH2:28][C:29]2[O:30][CH:1]=[N:32][N:31]=2)[CH:19]=[C:20]([C:23]([CH3:24])([CH3:25])[CH3:26])[C:21]=1[OH:22])([CH3:12])[CH3:14]. Procedure: A catalytic amount of p-toluenesulfonic acid (25 mg) is added to a stirring solution of 3,5-bis(1,1-dimethylethyl)-4-hydroxybenzenepropanoic acid hydrazide (0.50 g, 1.71 mmol) in triethyl orthoformate (10 mL). After 30 minutes, 10 mL of 1N hydrochloric acid is added, and stirring is continued for 30 minutes. The reaction mixture is diluted with ethyl acetate and washed twice with a saturated solution of sodium bicarbonate, twice with water, and once with brine. Drying the organic phase over magn...